This data is from the Open Reaction Database (ORD), a public repository of structured organic reaction records. The task is: describe an organic reaction: reactants, conditions, products, and yield The reactants are C(C(C)C)=O (isobutyraldehyde), C(C)(=O)O[BH-](OC(C)=O)OC(C)=O.[Na+] (sodium triacetoxyborohydride), ClC1=C(C=CC=C1)N1C(C2(CCCN2)CC1)=O (7-(2-Chlorophenyl)-1,7-diazaspiro[4.4]nonan-6-one). As a reaction SMILES: [Cl:1][C:2]1[CH:7]=[CH:6][CH:5]=[CH:4][C:3]=1[N:8]1[CH2:16][CH2:15][C:10]2([NH:14][CH2:13][CH2:12][CH2:11]2)[C:9]1=[O:17].[CH:18](=O)[CH:19]([CH3:21])[CH3:20].C(O[BH-](OC(=O)C)OC(=O)C)(=O)C.[Na+]>C(Cl)Cl>[Cl:1][C:2]1[CH:7]=[CH:6][CH:5]=[CH:4][C:3]=1[N:8]1[CH2:16][CH2:15][C:10]2([N:14]([CH2:18][CH:19]([CH3:21])[CH3:20])[CH2:13][CH2:12][CH2:11]2)[C:9]1=[O:17] |f:2.3|. Procedure details: 7-(2-Chlorophenyl)-1,7-diazaspiro[4.4]nonan-6-one (20 mg, 0.00008 mol) was dissolved in anhydrous DCM (2 mL). To this mixture was added isobutyraldehyde (8.0 μL, 0.000088 mol) and sodium triacetoxyborohydride (3.0E1 mg, 0.00014 mol). The resulting solution was stirred at RT for 16 h. The volatiles were removed in vacuo and the resulting residue was dissolved in acetonitrile/H2O and purified by prep.-LC/MS chromatography to afford the desired product. LC-MS: 307.1 (M+1H)+. Run in C(Cl)Cl (DCM). The product is ClC1=C(C=CC=C1)N1C(C2(CCCN2CC(C)C)CC1)=O (7-(2-Chlorophenyl)-1-isobutyl-1,7-diazaspiro[4.4]nonan-6-one). Conditions: time 16 hour. Starting materials: C1=NC=CC2=C(C=CC=C12)N1C(CCCC1)=O (1-(Isoquinolin-5-yl)piperidin-2-one). Reagents/catalysts: O=[Pt]=O (PtO2). Solvent: CCO (EtOH). Conditions: time 24 hour. Product: C1NCCC2=C(C=CC=C12)N1C(CCCC1)=O (1-(1,2,3,4-Tetrahydroisoquinolin-5-yl)piperidin-2-one). RXN SMILES: [CH:1]1[C:10]2[C:5](=[C:6]([N:11]3[CH2:16][CH2:15][CH2:14][CH2:13][C:12]3=[O:17])[CH:7]=[CH:8][CH:9]=2)[CH:4]=[CH:3][N:2]=1>CCO.O=[Pt]=O>[CH2:1]1[C:10]2[C:5](=[C:6]([N:11]3[CH2:16][CH2:15][CH2:14][CH2:13][C:12]3=[O:17])[CH:7]=[CH:8][CH:9]=2)[CH2:4][CH2:3][NH:2]1. Reported procedure: 33A was hydrogenated at 55 psi in EtOH (20 mL) in the presence of PtO2 (30 mg). After 24 h, the reaction was filtered through Celite® and concentrated to afford 0.4 g of dark oil as desired product. MS (ESI) m/z: 231.3 (M+H)+. The reactants are COC1=CC=C(C=C1)C1=C(N(C2=CC=C(C=C12)O)C)C (3-(4-methoxyphenyl)-1,2-dimethyl-1H-indole-5-ol), C(C)OC(C(C)(C)Br)=O (2-bromo-2-methylpropanoic acid ethylester). Yields the product C(C)OC(C(C)(C)OC=1C=C2C(=C(N(C2=CC1)C)C)C1=CC=C(C=C1)OC)=O (2-[3-(4-Methoxy-phenyl)-1,2-dimethyl-1H-indole-5-yloxy]-2-methyl-propanoic acid ethylester). Reaction SMILES: [CH3:1][O:2][C:3]1[CH:8]=[CH:7][C:6]([C:9]2[C:17]3[C:12](=[CH:13][CH:14]=[C:15]([OH:18])[CH:16]=3)[N:11]([CH3:19])[C:10]=2[CH3:20])=[CH:5][CH:4]=1.[CH2:21]([O:23][C:24](=[O:29])[C:25](Br)([CH3:27])[CH3:26])[CH3:22]>>[CH2:21]([O:23][C:24](=[O:29])[C:25]([O:18][C:15]1[CH:16]=[C:17]2[C:12](=[CH:13][CH:14]=1)[N:11]([CH3:19])[C:10]([CH3:20])=[C:9]2[C:6]1[CH:7]=[CH:8][C:3]([O:2][CH3:1])=[CH:4][CH:5]=1)([CH3:27])[CH3:26])[CH3:22]. Reported procedure: This compound was prepared from 3-(4-methoxyphenyl)-1,2-dimethyl-1H-indole-5-ol and 2-bromo-2-methylpropanoic acid ethylester analogously to Example 10.